This data is from the Open Reaction Database (ORD), a public repository of structured organic reaction records. The task is: describe an organic reaction: reactants, conditions, products, and yield Reactants: Cl.CON (methoxyamine hydrochloride), C[O-].[Na+] (sodium methoxide), C(C)(C)(C)OC(=O)NC(COC1=NOC2=C1C=C(C=C2)Cl)CO (3-(2-tert-butoxycarbonylamino-3-hydroxypropoxy)-5-chloro-1,2-benzoisoxazole), ClC(=O)OC(Cl)(Cl)Cl (trichloromethyl chloroformate). Run in CO (methanol), C(Cl)Cl (methylene chloride), C(Cl)Cl (methylene chloride), C(C)N(CC)CC (triethylamine), O (Water). The product is C(C)(C)(C)OC(=O)NC(COC1=NOC2=C1C=C(C=C2)Cl)COC(=O)NOC (3-(2-tert-butoxycarbonylamino-3-methoxyaminocarbonyloxypropoxy)-5-chloro-1,2-benzoisoxazole). Reaction SMILES: [C:1]([O:5][C:6]([NH:8][CH:9]([CH2:22][OH:23])[CH2:10][O:11][C:12]1[C:16]2[CH:17]=[C:18]([Cl:21])[CH:19]=[CH:20][C:15]=2[O:14][N:13]=1)=[O:7])([CH3:4])([CH3:3])[CH3:2].Cl[C:25](OC(Cl)(Cl)Cl)=[O:26].Cl.[CH3:33][O:34][NH2:35].C[O-].[Na+]>C(Cl)Cl.CO.O.C(N(CC)CC)C>[C:1]([O:5][C:6]([NH:8][CH:9]([CH2:22][O:23][C:25]([NH:35][O:34][CH3:33])=[O:26])[CH2:10][O:11][C:12]1[C:16]2[CH:17]=[C:18]([Cl:21])[CH:19]=[CH:20][C:15]=2[O:14][N:13]=1)=[O:7])([CH3:4])([CH3:3])[CH3:2] |f:2.3,4.5|. Procedure: A solution of 1.00 g of 3-(2-tert-butoxycarbonylamino-3-hydroxypropoxy)-5-chloro-1,2-benzoisoxazole and 0.73 g of triethylamine in 5 ml of methylene chloride is added to a solution of 0.42 g of trichloromethyl chloroformate in 5 ml of methylene chloride at 5°-7° C. over 20 minutes, and they are subjected to reaction at the same temperature for 30 minutes. This solution is added to a solution of 1.20 g of methoxyamine hydrochloride and 0.78 g of sodium methoxide in 15 ml of methanol at -30° C. an... Reactants: [BH4-], C1CCOC1, CCCCCC1CCC(CCC2=CCC(C3CCC(=O)CC3)CC2)CC1, CCO, [Na+], O. Yields the product CCCCCC1CCC(CCC2=CCC(C3CCC(O)CC3)CC2)CC1. Reaction SMILES: [BH4-:35].[CH2:4]1[O:5][CH2:6][CH2:7][CH2:8]1.[CH2:9]([CH2:10][CH2:11][CH2:12][CH3:13])[CH:14]1[CH2:15][CH2:16][CH:17]([CH2:20][CH2:21][C:22]2=[CH:23][CH2:24][CH:25]([CH:28]3[CH2:29][CH2:30][C:31](=[O:34])[CH2:32][CH2:33]3)[CH2:26][CH2:27]2)[CH2:18][CH2:19]1.[CH3:1][CH2:2][OH:3].[Na+:36].[OH2:37]>>[CH2:9]([CH2:10][CH2:11][CH2:12][CH3:13])[CH:14]1[CH2:15][CH2:16][CH:17]([CH2:20][CH2:21][C:22]2=[CH:23][CH2:24][CH:25]([CH:28]3[CH2:29][CH2:30][CH:31]([OH:34])[CH2:32][CH2:33]3)[CH2:26][CH2:27]2)[CH2:18][CH2:19]1. Reactants: CC(C)([O-])C.[K+] (potassium tert.butoxide), FC=1C=C(C=C(C1)F)C1(CC1)C=O (1-(3,5-difluoro-phenyl)-cyclopropanecarbaldehyde), [Cl-].COC[P+](C1=CC=CC=C1)(C1=CC=CC=C1)C1=CC=CC=C1 ((methoxymethyl)triphenylphosphonium chloride). Solvent: O1CCCC1 (tetrahydrofuran), O1CCCC1 (tetrahydrofuran), O1CCCC1 (tetrahydrofuran). Conditions: time 8 hour. Yields the product FC=1C=C(C=C(C1)F)C1(CC1)CC=O ([1-(3,5-difluoro-phenyl)-cyclopropyl]-acetaldehyde). Yield: 37.6%. As a reaction SMILES: [Cl-].[CH3:2][O:3]C[P+](C1C=CC=CC=1)(C1C=CC=CC=1)C1C=CC=CC=1.CC(C)([O-])C.[K+].[F:30][C:31]1[CH:32]=[C:33]([C:38]2([CH:41]=O)[CH2:40][CH2:39]2)[CH:34]=[C:35]([F:37])[CH:36]=1>O1CCCC1>[F:37][C:35]1[CH:34]=[C:33]([C:38]2([CH2:41][CH:2]=[O:3])[CH2:39][CH2:40]2)[CH:32]=[C:31]([F:30])[CH:36]=1 |f:0.1,2.3|. Procedure: To a stirred, cooled (0° C.) solution of (methoxymethyl)triphenylphosphonium chloride (24.9 g) in tetrahydrofuran (190 ml) under an argon atmosphere was added slowly a solution of potassium tert.butoxide in tetrahydrofuran (30 ml) followed (after 30 min stirring) by a solution of 1-(3,5-difluoro-phenyl)-cyclopropanecarbaldehyde (6.3 g) in tetrahydrofuran (40 ml). Stirring was continued overnight, then the reaction mixture was quenched by adding an aqueous sodium chloride solution. The mixture wa... The reactants are C(CCl)Cl (EDC), FC1=C(C=C(C(=O)O)C=C1)[N+](=O)[O-] (4-Fluoro-3-nitrobenzoic acid), CN (methylamine). The solvent is C(C)(=O)OCC (ethyl acetate), ClCCl (dichloromethane). Run at time 2 hour. Product: FC1=C(C=C(C(=O)NC)C=C1)[N+](=O)[O-] (4-fluoro-3-nitro-N-methylbenzamide). Isolated yield 91.6%. As a reaction SMILES: [F:1][C:2]1[CH:10]=[CH:9][C:5]([C:6](O)=[O:7])=[CH:4][C:3]=1[N+:11]([O-:13])=[O:12].C(Cl)CCl.[CH3:18][NH2:19]>ClCCl.C(OCC)(=O)C>[F:1][C:2]1[CH:10]=[CH:9][C:5]([C:6]([NH:19][CH3:18])=[O:7])=[CH:4][C:3]=1[N+:11]([O-:13])=[O:12]. Procedure details: 4-Fluoro-3-nitrobenzoic acid (3.00 g, 16.2 mmoles) was dissolved in dichloromethane (100 mL) and cooled in an ice bath to 0–5° C. EDC (3.73 g, 19.5 mmoles) was added followed by dropwise addition of methylamine solution (8.1 mL, 16.2 mmoles, 2.0 M solution in THF). The mixture was allowed to slowly warm to room temperature and stirred for 2 h. The mixture was then diluted with ethyl acetate and washed successively with 1 M HCl, saturated aqueous NaHCO3 and brine. The organic extracts were dried ...